From a dataset of the Open Reaction Database (ORD), a public repository of structured organic reaction records. describe an organic reaction: reactants, conditions, products, and yield Starting materials: Cc1ccccc1-c1cnc(Nc2cccc3c2CC(=O)CC3)o1, O=C1CCc2cccc(Nc3ncc(-c4ccc(C(F)(F)F)cc4)o3)c2C1. Yields the product Cc1ccccc1-c1cnc(Nc2cccc3c2CC(O)CC3)o1. As a reaction SMILES: [CH3:1][c:2]1[c:3](-[c:8]2[cH:9][n:10][c:11]([NH:13][c:14]3[cH:15][cH:16][cH:17][c:18]4[c:23]3[CH2:22][C:21](=[O:24])[CH2:20][CH2:19]4)[o:12]2)[cH:4][cH:5][cH:6][cH:7]1.[F:25][C:26]([F:27])([F:28])[c:29]1[cH:30][cH:31][c:32](-[c:33]2[o:34][c:35]([NH:36][c:37]3[cH:38][cH:39][cH:40][c:41]4[c:42]3[CH2:43][C:44](=[O:45])[CH2:46][CH2:47]4)[n:48][cH:49]2)[cH:50][cH:51]1>>[CH3:1][c:2]1[c:3](-[c:8]2[cH:9][n:10][c:11]([NH:13][c:14]3[cH:15][cH:16][cH:17][c:18]4[c:23]3[CH2:22][CH:21]([OH:24])[CH2:20][CH2:19]4)[o:12]2)[cH:4][cH:5][cH:6][cH:7]1.